Task: describe an organic reaction: reactants, conditions, products, and yield. Dataset: the Open Reaction Database (ORD), a public repository of structured organic reaction records The reactants are COC1=C2CC(CC2=C(C(=C1OC)OC)OC)CCCCCCCCO (8-(4,5,6,7-tetramethoxyindan-2-yl)octanol), C(C)(=O)O (acetic acid). The solvent is N1=CC=CC=C1 (pyridine). Run at time 12 hour. The product is C(C)(=O)OCCCCCCCCC1CC2=C(C(=C(C(=C2C1)OC)OC)OC)OC (8-(4,5,6,7-Tetramethoxyindan-2-yl)octyl acetate). RXN SMILES: [CH3:1][O:2][C:3]1[C:11]([O:12][CH3:13])=[C:10]([O:14][CH3:15])[C:9]([O:16][CH3:17])=[C:8]2[C:4]=1[CH2:5][CH:6]([CH2:18][CH2:19][CH2:20][CH2:21][CH2:22][CH2:23][CH2:24][CH2:25][OH:26])[CH2:7]2.[C:27](O)(=[O:29])[CH3:28]>N1C=CC=CC=1>[C:27]([O:26][CH2:25][CH2:24][CH2:23][CH2:22][CH2:21][CH2:20][CH2:19][CH2:18][CH:6]1[CH2:7][C:8]2[C:4](=[C:3]([O:2][CH3:1])[C:11]([O:12][CH3:13])=[C:10]([O:14][CH3:15])[C:9]=2[O:16][CH3:17])[CH2:5]1)(=[O:29])[CH3:28]. Procedure details: To a solution of 8-(4,5,6,7-tetramethoxyindan-2-yl)octanol (1.20 g) in pyridine (6.0 ml) was dropwise added anhydrous acetic acid (0.555 ml) at room temperature. After being stirred for 12 hr, the reaction mixture was concentrated in vacuo, made acidic with 1N hydrochloric acid, and extracted with ethyl acetate. The organic layer was washed with 1N hydrochloric acid, water, and saturated aqueous sodium chloride, and dried. The solvent was removed in vacuo. The resulting residue was purified by s... Reported procedure: In the same way as described in Example 5, 0.02 m of 1,2,3,4-tetrahydro-8,10-dimethoxy-5H-[1]benzopyrano[3,4-c]pyridin-5-one was alkylated with N-(2-chloroethyl)-piperidine to give, after crystallization from MeOH, 3.0 g of product; mp 190°-224° C. Reactants: COC1=CC2=C(C(=C1)OC)C1=C(CNCC1)C(O2)=O (1,2,3,4-tetrahydro-8,10-dimethoxy-5H-[1]benzopyrano[3,4-c]pyridin-5-one), ClCCN1CCCCC1 (N-(2-chloroethyl)-piperidine). Yields the product COC1=CC2=C(C(=C1)OC)C1=C(CN(CC1)CCN1CCCCC1)C(O2)=O (1,2,3,4-Tetrahydro-8,10-dimethoxy-3-(2-piperidinoethyl)-5H-[1]benzopyrano[3,4-c]pyridin-5-one). RXN SMILES: [CH3:1][O:2][C:3]1[CH:8]=[C:7]([O:9][CH3:10])[C:6]2[C:11]3[CH2:16][CH2:15][NH:14][CH2:13][C:12]=3[C:17](=[O:19])[O:18][C:5]=2[CH:4]=1.Cl[CH2:21][CH2:22][N:23]1[CH2:28][CH2:27][CH2:26][CH2:25][CH2:24]1>>[CH3:1][O:2][C:3]1[CH:8]=[C:7]([O:9][CH3:10])[C:6]2[C:11]3[CH2:16][CH2:15][N:14]([CH2:21][CH2:22][N:23]4[CH2:28][CH2:27][CH2:26][CH2:25][CH2:24]4)[CH2:13][C:12]=3[C:17](=[O:19])[O:18][C:5]=2[CH:4]=1. The reactants are ClC=1C=C2C=3CCC4(CC3NC2=CC1)OCCO4 (6-chloro-2,2-ethylenedioxy-1,2,3,4-tetrahydrocarbazole). The solvent is C(C)(=O)O.O (acetic acid water). Yields the product ClC=1C=C2C=3CCC(CC3NC2=CC1)=O (6-chloro-1,2,3,4-tetrahydrocarbazole-2-one). The yield is 26.0%. Reaction SMILES: [Cl:1][C:2]1[CH:3]=[C:4]2[C:12](=[CH:13][CH:14]=1)[NH:11][C:10]1[CH2:9][C:8]3(OCC[O:15]3)[CH2:7][CH2:6][C:5]2=1>C(O)(=O)C.O>[Cl:1][C:2]1[CH:3]=[C:4]2[C:12](=[CH:13][CH:14]=1)[NH:11][C:10]1[CH2:9][C:8](=[O:15])[CH2:7][CH2:6][C:5]2=1 |f:1.2|. Reported procedure: A suspension of 6-chloro-2,2-ethylenedioxy-1,2,3,4-tetrahydrocarbazole in 200 ml. of 1:1 acetic acid/water was heated at reflux under nitrogen for 1.5 hours. The mixture was filtered hot and the filtrate was cooled in an ice bath and again filtered. Crystallization of the solid from methylene chloride/30°-60° petroleum ether gave 5.74 g. (26% yield) of 6-chloro-1,2,3,4-tetrahydrocarbazole-2-one as a flocculent solid, mp 194°-196°. Reactants: C1C=CCC12CCN(CC2)C(=O)OCC2=CC=CC=C2 (phenylmethyl 8-azaspiro[4.5]dec-2-ene-8-carboxylate), C(=O)(OC(C)(C)C)NC([O-])=O (Boc-carbamate), C(C)(C)(C)OCl (tBuOCl), K2OsO2(OH)2. The solvent is C(CC)O (nPrOH), C(CC)O (nPrOH), [OH-].[Na+] (NaOH), [OH-].[Na+] (NaOH). Run at time 15 minute. The product is CC(C)(C)OC(=O)NC1CC2(CC1O)CCN(CC2)C(=O)OCC2=CC=CC=C2 (phenylmethyl 2-({[(1,1-dimethylethyl)oxy]carbonyl}amino)-3-hydroxy-8-azaspiro[4.5]decane-8-carboxylate). The yield is 103.6%. Reaction SMILES: [C:1]([NH:8][C:9](=O)[O-])([O:3][C:4]([CH3:7])([CH3:6])[CH3:5])=[O:2].C([O:16]Cl)(C)(C)C.[CH2:18]1[C:22]2([CH2:27][CH2:26][N:25]([C:28]([O:30][CH2:31][C:32]3[CH:37]=[CH:36][CH:35]=[CH:34][CH:33]=3)=[O:29])[CH2:24][CH2:23]2)[CH2:21]C=[CH:19]1>C(O)CC.[OH-].[Na+]>[CH3:7][C:4]([O:3][C:1]([NH:8][CH:9]1[CH:19]([OH:16])[CH2:18][C:22]2([CH2:27][CH2:26][N:25]([C:28]([O:30][CH2:31][C:32]3[CH:37]=[CH:36][CH:35]=[CH:34][CH:33]=3)=[O:29])[CH2:24][CH2:23]2)[CH2:21]1)=[O:2])([CH3:5])[CH3:6] |f:4.5|. Procedure: To a solution of Boc-carbamate (2.68 g, 22.9 mmol) in nPrOH (70 mL) at 25° C. was added an NaOH solution (32 mL, prepared from 900 mg of NaOH in 37 mL H2O) followed by tBuOCl (2.58 mL, 22.51 mmol). After 15 min, phenylmethyl 8-azaspiro[4.5]dec-2-ene-8-carboxylate (2 g, 7.4 mmol) in nPrOH (3 mL) was added followed by K2OsO2(OH)2 (109 mg, 0.295 mmol) dissolved in the remaining NaOH solution prepared above (5 mL). After 1 h, the solution was extracted with EtOAc, concentrated and purified via colum... Reactants: ClCCN=C=O (2-chloroethyl isocyanate), NC1=CC=C(NC(C)=O)C=C1 (p-aminoacetanilide), ice water. Run in CN(C=O)C (dimethylformamide). Run at time 90 minute. Yields the product C(C)(=O)NC1=CC=C(C=C1)NC(=O)NCCCl (1-(p-acetamidophenyl)-3-(2-chloroethyl)-urea). RXN SMILES: [NH2:1][C:2]1[CH:11]=[CH:10][C:5]([NH:6][C:7](=[O:9])[CH3:8])=[CH:4][CH:3]=1.[Cl:12][CH2:13][CH2:14][N:15]=[C:16]=[O:17]>CN(C)C=O>[C:7]([NH:6][C:5]1[CH:4]=[CH:3][C:2]([NH:1][C:16]([NH:15][CH2:14][CH2:13][Cl:12])=[O:17])=[CH:11][CH:10]=1)(=[O:9])[CH3:8]. Procedure details: A solution of 1800 g of p-aminoacetanilide in 7000 ml of dimethylformamide is stirred at room temperature. The solution is then cooled to 10°-15° in an ice-water bath. To the stirred cooled solution is added 1440 g of 2-chloroethyl isocyanate in a thin stream over a 50-minute period, keeping the reaction mixture temperature between 20° and 25°. The reaction mixture is stirred at room temperature for 90 minutes; 8000 ml of ice-water is added over a 20-minute period. After stirring for an addition... Reported procedure: 6,7-Dimethoxy-4-(4-aminophenoxy)quinoline (51 mg) was dissolved in toluene (5 ml) with heat, 4-ethylphenyl isocyanate (0.2 ml) was added, and the admixture was refluxed with heat for 90 minutes. The resulting residue was purified by column chromatography on silica gel eluting with chloroform/acetone (10/1) to obtain 42 mg of the title compound (yield: 56%). Reactants: COC=1C=C2C(=CC=NC2=CC1OC)OC1=CC=C(C=C1)N (6,7-Dimethoxy-4-(4-aminophenoxy)quinoline), C(C)C1=CC=C(C=C1)N=C=O (4-ethylphenyl isocyanate). Run in C1(=CC=CC=C1)C (toluene). The product is C(C)C1=CC=C(C=C1)NC(=O)NC1=CC=C(C=C1)OC1=CC=NC2=CC(=C(C=C12)OC)OC (N-(4-Ethylphenyl)-N'-{4-[(6,7-dimethoxy-4-quinolyl)oxy]phenyl}urea). Isolated yield 56.0%. Reaction SMILES: [CH3:1][O:2][C:3]1[CH:4]=[C:5]2[C:10](=[CH:11][C:12]=1[O:13][CH3:14])[N:9]=[CH:8][CH:7]=[C:6]2[O:15][C:16]1[CH:21]=[CH:20][C:19]([NH2:22])=[CH:18][CH:17]=1.[CH2:23]([C:25]1[CH:30]=[CH:29][C:28]([N:31]=[C:32]=[O:33])=[CH:27][CH:26]=1)[CH3:24]>C1(C)C=CC=CC=1>[CH2:23]([C:25]1[CH:30]=[CH:29][C:28]([NH:31][C:32]([NH:22][C:19]2[CH:18]=[CH:17][C:16]([O:15][C:6]3[C:5]4[C:10](=[CH:11][C:12]([O:13][CH3:14])=[C:3]([O:2][CH3:1])[CH:4]=4)[N:9]=[CH:8][CH:7]=3)=[CH:21][CH:20]=2)=[O:33])=[CH:27][CH:26]=1)[CH3:24]. Starting materials: COC([C@@H](CN(NC(=O)OC(C)(C)C)CC1=CC=C(C=C1)C1=CC=CC=C1)O)=O ((R)-3-(N-biphenyl-4-ylmethyl-N′-t-butoxycarbonylhydrazino)-2-hydroxypropionic acid methyl ester), C(=O)(C(F)(F)F)O (TFA). Solvent: C(Cl)Cl (DCM). Yields the product COC([C@@H](CN(N)CC1=CC=C(C=C1)C1=CC=CC=C1)O)=O ((R)-3-(N-Biphenyl-4-ylmethyl-hydrazino)-2-hydroxypropionic Acid Methyl Ester). RXN SMILES: [CH3:1][O:2][C:3](=[O:29])[C@H:4]([OH:28])[CH2:5][N:6]([CH2:15][C:16]1[CH:21]=[CH:20][C:19]([C:22]2[CH:27]=[CH:26][CH:25]=[CH:24][CH:23]=2)=[CH:18][CH:17]=1)[NH:7]C(OC(C)(C)C)=O.C(O)(C(F)(F)F)=O>C(Cl)Cl>[CH3:1][O:2][C:3](=[O:29])[C@H:4]([OH:28])[CH2:5][N:6]([CH2:15][C:16]1[CH:21]=[CH:20][C:19]([C:22]2[CH:27]=[CH:26][CH:25]=[CH:24][CH:23]=2)=[CH:18][CH:17]=1)[NH2:7]. Procedure: (R)-3-(N-biphenyl-4-ylmethyl-N′-t-butoxycarbonylhydrazino)-2-hydroxypropionic acid methyl ester (300 mg, 749 μmol, 1.0 eq.) was dissolved in DCM (3.0 mL). TFA (3.0 mL) was added and the mixture was stirred at room temperature until the reaction was complete (approximately 1 hour). The mixture was concentrated to yield the title compound, which was used without further purification. The reactants are CCCOC(=O)CC(C)=O, CCOCC, N. As a reaction SMILES: [C:2]([CH2:3][C:4](=[O:5])[CH3:6])(=[O:7])[O:8][CH2:9][CH2:10][CH3:11].[CH3:12][CH2:13][O:14][CH2:15][CH3:16].[NH3:1]>>[NH:1]=[C:4]([CH2:3][C:2](=[O:7])[O:8][CH2:9][CH2:10][CH3:11])[CH3:6]. Product: CCCOC(=O)CC(C)=N. Starting materials: OBO, O=C1CCCc2ccc(Br)cc21, CC(=O)[O-], CC(=O)[O-], Cc1ccccc1, C1CCC(P(C2CCCCC2)C2CCCCC2)CC1, [K+], [K+], [K+], O, O=P([O-])([O-])[O-], [Pd+2]. Product: O=C1CCCc2ccc(C3CC3)cc21. As a reaction SMILES: [BH:13]([OH:14])[OH:15].[Br:1][c:2]1[cH:3][cH:4][c:5]2[c:10]([cH:11]1)[C:9](=[O:12])[CH2:8][CH2:7][CH2:6]2.[C:50]([O-:51])(=[O:52])[CH3:53].[C:55]([O-:56])(=[O:57])[CH3:58].[CH3:43][c:44]1[cH:45][cH:46][cH:47][cH:48][cH:49]1.[CH:24]1([P:25]([CH:29]2[CH2:30][CH2:31][CH2:32][CH2:33][CH2:34]2)[CH:37]2[CH2:28][CH2:27][CH2:26][CH2:41][CH2:42]2)[CH2:35][CH2:36][CH2:38][CH2:39][CH2:40]1.[K+:21].[K+:22].[K+:23].[OH2:59].[P:16]([O-:17])([O-:18])([O-:19])=[O:20].[Pd+2:54]>>[c:2]1([CH:41]2[CH2:37][CH2:42]2)[cH:3][cH:4][c:5]2[c:10]([cH:11]1)[C:9](=[O:12])[CH2:8][CH2:7][CH2:6]2.